This data is from the Open Reaction Database (ORD), a public repository of structured organic reaction records. The task is: describe an organic reaction: reactants, conditions, products, and yield The reactants are C[Si](C)(C)C#Cc1cc2cc(C(=O)NC(Cc3ccccc3)C(=O)N3CC(O)C3)[nH]c2s1, CO, [K+], [OH-]. Product: C#Cc1cc2cc(C(=O)NC(Cc3ccccc3)C(=O)N3CC(O)C3)[nH]c2s1. Reaction SMILES: [CH2:1]([c:2]1[cH:3][cH:4][cH:5][cH:6][cH:7]1)[CH:8]([C:9](=[O:10])[N:11]1[CH2:12][CH:13]([OH:15])[CH2:14]1)[NH:16][C:17](=[O:18])[c:19]1[cH:20][c:21]2[c:22]([nH:23]1)[s:24][c:25]([C:27]#[C:28][Si:29]([CH3:30])([CH3:31])[CH3:32])[cH:26]2.[CH3:35][OH:36].[K+:34].[OH-:33]>>[CH2:1]([c:2]1[cH:3][cH:4][cH:5][cH:6][cH:7]1)[CH:8]([C:9](=[O:10])[N:11]1[CH2:12][CH:13]([OH:15])[CH2:14]1)[NH:16][C:17](=[O:18])[c:19]1[cH:20][c:21]2[c:22]([nH:23]1)[s:24][c:25]([C:27]#[CH:28])[cH:26]2. Starting materials: CC1=C(C=CC=C1)CC(=O)O (2-methylphenylacetic acid), NC(C(=O)OCC(C)C)CC (iso-butyl 2-aminobutyrate). The product is C(C(C)C)OC(C(CC)NC(CC1=C(C=CC=C1)C)=O)=O (2-[(2-methylphenyl)acetamido]butyric acid iso-butyl ester). Reaction SMILES: [CH3:1][C:2]1[CH:7]=[CH:6][CH:5]=[CH:4][C:3]=1[CH2:8][C:9]([OH:11])=O.[NH2:12][CH:13]([CH2:21][CH3:22])[C:14]([O:16][CH2:17][CH:18]([CH3:20])[CH3:19])=[O:15]>>[CH2:17]([O:16][C:14](=[O:15])[CH:13]([NH:12][C:9](=[O:11])[CH2:8][C:3]1[CH:4]=[CH:5][CH:6]=[CH:7][C:2]=1[CH3:1])[CH2:21][CH3:22])[CH:18]([CH3:19])[CH3:20]. Procedure details: Following General Procedure BI above and using 2-methylphenylacetic acid (Aldrich) and iso-butyl 2-aminobutyrate (prepared following General Procedure BJ above), the title compound was prepared. The reaction was monitored by tlc on silica gel and purification was by filtration as described in the general procedure. The reactants are Cn1c(N2CCNCC2)nc2ccccc21, O=C(NCC(F)(F)C(F)(F)F)C1(CCCCBr)c2ccccc2-c2ccccc21. The product is Cn1c(N2CCN(CCCCC3(C(=O)NCC(F)(F)C(F)(F)F)c4ccccc4-c4ccccc43)CC2)nc2ccccc21. RXN SMILES: [CH3:30][n:31]1[c:32]([N:40]2[CH2:41][CH2:42][NH:43][CH2:44][CH2:45]2)[n:33][c:34]2[c:35]1[cH:36][cH:37][cH:38][cH:39]2.[F:1][C:2]([CH2:3][NH:4][C:5](=[O:6])[C:7]1([CH2:20][CH2:21][CH2:22][CH2:23][Br:24])[c:8]2[cH:9][cH:10][cH:11][cH:12][c:13]2-[c:14]2[cH:15][cH:16][cH:17][cH:18][c:19]21)([C:25]([F:26])([F:27])[F:28])[F:29]>>[F:1][C:2]([CH2:3][NH:4][C:5](=[O:6])[C:7]1([CH2:20][CH2:21][CH2:22][CH2:23][N:43]2[CH2:42][CH2:41][N:40]([c:32]3[n:31]([CH3:30])[c:35]4[c:34]([n:33]3)[cH:39][cH:38][cH:37][cH:36]4)[CH2:45][CH2:44]2)[c:8]2[cH:9][cH:10][cH:11][cH:12][c:13]2-[c:14]2[cH:15][cH:16][cH:17][cH:18][c:19]21)([C:25]([F:26])([F:27])[F:28])[F:29]. Reactants: FC(C(=O)O)(F)F (trifluoroacetic acid), FC(C(CC(=O)OCC)O)(C)F (Ethyl 4,4-difluoro-3-hydroxy-pentanoate), di-tertbutylazodicarboxylate, C1(=CC=CC=C1)P(C1=NC=CC=C1)C1=CC=CC=C1 (Diphenyl-2-pyridylphosphin). Run in C1CCOC1 (THF). Run at time 1 hour. The product is FC(/C=C/C(=O)OCC)(C)F (Ethyl (E)-4,4-difluoropent-2-enoate). As a reaction SMILES: [F:1][C:2]([F:12])([CH3:11])[CH:3](O)[CH2:4][C:5]([O:7][CH2:8][CH3:9])=[O:6].C1(P(C2C=CC=CC=2)C2C=CC=CN=2)C=CC=CC=1.FC(F)(F)C(O)=O>C1COCC1>[F:1][C:2]([F:12])([CH3:11])/[CH:3]=[CH:4]/[C:5]([O:7][CH2:8][CH3:9])=[O:6]. Procedure details: Ethyl 4,4-difluoro-3-hydroxy-pentanoate (3.39 g, 0.0186 mol) was dissolved in THF (20 ml). Diphenyl-2-pyridylphosphin (7.37 g, 0.028 mol) was added followed after five minutes by di-tertbutylazodicarboxylate (2.83 g, 0.028 mol). The mixture was stirred for one hour at room temperature and left standing overnight. The mixture was acidified with trifluoroacetic acid (2 ml) and stirred for one hour at room temperature. The solvent was removed under reduced pressure and the residue partitioned betwe...